This data is from the Open Reaction Database (ORD), a public repository of structured organic reaction records. The task is: describe an organic reaction: reactants, conditions, products, and yield Reactants: CS(=O)(=O)Cl, ClCCl, Nc1cccc(Br)n1, c1ccncc1. Yields the product CS(=O)(=O)Nc1cccc(Br)n1. RXN SMILES: [CH3:1][S:2]([Cl:3])(=[O:4])=[O:5].[Cl:20][CH2:21][Cl:22].[NH2:6][c:7]1[n:8][c:9]([Br:13])[cH:10][cH:11][cH:12]1.[cH:14]1[cH:15][cH:16][n:17][cH:18][cH:19]1>>[CH3:1][S:2](=[O:4])(=[O:5])[NH:6][c:7]1[n:8][c:9]([Br:13])[cH:10][cH:11][cH:12]1. The reactants are [OH-].[Na+] (sodium hydroxide), COC(=O)C=1C=C2C(=NC1)NC(=C2)C(CC2CCCC2)C=2C=NC(=CC2)S(=O)(=O)C (2-[2-cyclopentyl-1-(6-methanesulfonyl-pyridin-3-yl)-ethyl]-1H-pyrrolo[2,3-b]pyridin-5-carboxylic acid methyl ester), Cl (hydrochloric acid). The solvent is C(C)O (ethanol), O1CCCC1 (tetrahydrofuran), ClCCl (dichloromethane). Conditions: temperature 50 celsius, time 1 hour. The product is C1(CCCC1)CC(C=1C=NC(=CC1)S(=O)(=O)C)C1=CC=2C(=NC=C(C2)C(=O)O)N1 (2-[2-cyclopentyl-1-(6-methanesulfonyl-pyridin-3-yl)-ethyl]-1H-pyrrolo[2,3-b]pyridin-5-carboxylic acid). Yield: 96.7%. As a reaction SMILES: C[O:2][C:3]([C:5]1[CH:6]=[C:7]2[CH:13]=[C:12]([CH:14]([C:21]3[CH:22]=[N:23][C:24]([S:27]([CH3:30])(=[O:29])=[O:28])=[CH:25][CH:26]=3)[CH2:15][CH:16]3[CH2:20][CH2:19][CH2:18][CH2:17]3)[NH:11][C:8]2=[N:9][CH:10]=1)=[O:4].[OH-].[Na+].Cl>C(O)C.O1CCCC1.ClCCl>[CH:16]1([CH2:15][CH:14]([C:12]2[NH:11][C:8]3=[N:9][CH:10]=[C:5]([C:3]([OH:4])=[O:2])[CH:6]=[C:7]3[CH:13]=2)[C:21]2[CH:22]=[N:23][C:24]([S:27]([CH3:30])(=[O:29])=[O:28])=[CH:25][CH:26]=2)[CH2:20][CH2:19][CH2:18][CH2:17]1 |f:1.2|. Procedure: A mixture of 2-[2-cyclopentyl-1-(6-methanesulfonyl-pyridin-3-yl)-ethyl]-1H-pyrrolo[2,3-b]pyridin-5-carboxylic acid methyl ester (110 mg, 0.25 mmol) in ethanol (4 mL) and tetrahydrofuran (4 mL), was treated with an aqueous sodium hydroxide solution (10%, 1.5 mL) and stirred at 50° C. for 1 h. The mixture was acidified to pH 4-5 with a 2N aqueous hydrochloric acid solution, diluted with dichloromethane (150 mL), washed with water, dried over anhydrous sodium sulfate and then concentrated in vacuo ... Reactants: COC(=O)c1cnc(Br)s1, O=C([O-])[O-], CC#N, [K+], [K+], NCCN1CCNCC1. Product: COC(=O)c1cnc(N2CCN(CCN)CC2)s1. Reaction SMILES: [Br:1][c:2]1[s:3][c:4]([C:7](=[O:8])[O:9][CH3:10])[cH:5][n:6]1.[C:20](=[O:21])([O-:22])[O-:23].[CH3:26][C:27]#[N:28].[K+:24].[K+:25].[NH2:11][CH2:12][CH2:13][N:14]1[CH2:15][CH2:16][NH:17][CH2:18][CH2:19]1>>[c:2]1([N:17]2[CH2:16][CH2:15][N:14]([CH2:13][CH2:12][NH2:11])[CH2:19][CH2:18]2)[s:3][c:4]([C:7](=[O:8])[O:9][CH3:10])[cH:5][n:6]1. Starting materials: NC1=C2C(=NC=N1)N(N=C2C2=CC=C(C=C2)NC=2OC1=C(N2)C=C(C=C1C)C)[C@H]1CC[C@H](CC1)C(=O)OCC (cis-Ethyl 4-(4-amino-3-{4-[(5,7-dimethyl-1,3-benzoxazol-2-yl)amino]phenyl}-1H-pyrazolo[3,4-d]pyrimidin-1-yl)-1-cyclohexanecarboxylate), C[O-].[Na+] (sodium methoxide). Run in CO (methanol). Conditions: temperature 75 celsius. Product: NC1=C2C(=NC=N1)N(N=C2C2=CC=C(C=C2)NC=2OC1=C(N2)C=C(C=C1C)C)[C@H]1CC[C@H](CC1)C(=O)OC (cis-methyl 4-(4-amino-3-{4-[(5,7-dimethyl-1,3-benzoxazol-2-yl)amino]phenyl}-1H-pyrazolo[3,4-d]pyrimidin-1-yl)-1-cyclohexanecarboxylate). Isolated yield 35.1%. RXN SMILES: [NH2:1][C:2]1[N:7]=[CH:6][N:5]=[C:4]2[N:8]([C@@H:29]3[CH2:34][CH2:33][C@H:32]([C:35]([O:37][CH2:38]C)=[O:36])[CH2:31][CH2:30]3)[N:9]=[C:10]([C:11]3[CH:16]=[CH:15][C:14]([NH:17][C:18]4[O:19][C:20]5[C:26]([CH3:27])=[CH:25][C:24]([CH3:28])=[CH:23][C:21]=5[N:22]=4)=[CH:13][CH:12]=3)[C:3]=12.C[O-].[Na+]>CO>[NH2:1][C:2]1[N:7]=[CH:6][N:5]=[C:4]2[N:8]([C@@H:29]3[CH2:34][CH2:33][C@H:32]([C:35]([O:37][CH3:38])=[O:36])[CH2:31][CH2:30]3)[N:9]=[C:10]([C:11]3[CH:16]=[CH:15][C:14]([NH:17][C:18]4[O:19][C:20]5[C:26]([CH3:27])=[CH:25][C:24]([CH3:28])=[CH:23][C:21]=5[N:22]=4)=[CH:13][CH:12]=3)[C:3]=12 |f:1.2|. Procedure details: cis-Ethyl 4-(4-amino-3-{4-[(5,7-dimethyl-1,3-benzoxazol-2-yl)amino]phenyl}-1H-pyrazolo[3,4-d]pyrimidin-1-yl)-1-cyclohexanecarboxylate (0.030 g, 0.057 mmol), sodium methoxide (0.0033 g, 0.063 mmol) and methanol (2 mL) were combined and heated in a resealable Schlenk tube for 48 h at 75° C. Purification of the product by preparative HPLC (25 to 100% acetonitrile in 0.1 M aqueous ammonium acetate over 20 min at 21 mL/min using an 8μ Hypersil HS C18, 250×21 mm column, Rt 15.6-16.5 min) afforded cis-... The reactants are CC(C)(C)c1cc(Br)cc(C(C)(C)C)c1, CC(C)(C)c1ccc(O)c(C(C)(C)C)c1, COCOCOC. Yields the product COc1c(Br)cc(C(C)(C)C)cc1C(C)(C)C. Reaction SMILES: [C:1]([CH3:2])([CH3:3])([CH3:4])[c:5]1[cH:6][c:7]([Br:15])[cH:8][c:9]([C:11]([CH3:12])([CH3:13])[CH3:14])[cH:10]1.[C:23]([c:24]1[cH:25][c:26]([C:27]([CH3:28])([CH3:29])[CH3:30])[cH:31][cH:32][c:33]1[OH:34])([CH3:35])([CH3:36])[CH3:37].[CH3:16][O:17][CH2:18][O:19][CH2:20][O:21][CH3:22]>>[C:1]([CH3:2])([CH3:3])([CH3:4])[c:5]1[c:6]([O:17][CH3:16])[c:7]([Br:15])[cH:8][c:9]([C:11]([CH3:12])([CH3:13])[CH3:14])[cH:10]1. Reactants: COCOC1=CC=C(C(C2=CC=C(C=C2)OCOC)O)C=C1 (4,4'-bis(methoxymethoxy)benzhydrol), ClC1=C(C=CC=C1)N1CCN(CC1)C(=O)C=1NC2=CC=CC=C2C1 (1-(2-chlorophenyl)-4-(indol-2-ylcarbonyl)piperazine), C([O-])(O)=O.[Na+] (sodium bicarbonate). Solvent: C(Cl)Cl (methylene chloride). Run at time 2 hour. The product is COCOC1=CC=C(C=C1)C(C1=C(NC2=CC=CC=C12)C(=O)N1CCN(CC1)C1=C(C=CC=C1)Cl)C1=CC=C(C=C1)OCOC (1-{3-{Bis[4-(methoxymethoxy)phenyl]methyl}indol-2-ylcarbonyl}-4-(2-chlorophenyl)piperazine). Yield: 81.9%. Reaction SMILES: [CH3:1][O:2][CH2:3][O:4][C:5]1[CH:22]=[CH:21][C:8]([CH:9](O)[C:10]2[CH:15]=[CH:14][C:13]([O:16][CH2:17][O:18][CH3:19])=[CH:12][CH:11]=2)=[CH:7][CH:6]=1.[Cl:23][C:24]1[CH:29]=[CH:28][CH:27]=[CH:26][C:25]=1[N:30]1[CH2:35][CH2:34][N:33]([C:36]([C:38]2[NH:39][C:40]3[C:45]([CH:46]=2)=[CH:44][CH:43]=[CH:42][CH:41]=3)=[O:37])[CH2:32][CH2:31]1.C(=O)(O)[O-].[Na+]>C(Cl)Cl>[CH3:1][O:2][CH2:3][O:4][C:5]1[CH:22]=[CH:21][C:8]([CH:9]([C:10]2[CH:15]=[CH:14][C:13]([O:16][CH2:17][O:18][CH3:19])=[CH:12][CH:11]=2)[C:46]2[C:45]3[C:40](=[CH:41][CH:42]=[CH:43][CH:44]=3)[NH:39][C:38]=2[C:36]([N:33]2[CH2:32][CH2:31][N:30]([C:25]3[CH:26]=[CH:27][CH:28]=[CH:29][C:24]=3[Cl:23])[CH2:35][CH2:34]2)=[O:37])=[CH:7][CH:6]=1 |f:2.3|. Reported procedure: Boron trifluoride-ether complex (0.36 ml, 2.94 mmol) was added dropwise at 0° C. to a solution of 4,4'-bis(methoxymethoxy)benzhydrol (8.96 g, 29.43 mmol) and 1-(2-chlorophenyl)-4-(indol-2-ylcarbonyl)piperazine (10.0 g, 29.43 mmol) in 200 ml of methylene chloride, followed by stirring at 0° C. to room temperature for 2 hours. A saturated aqueous solution of sodium bicarbonate was added to the reaction solution for neutralization followed by extraction with chloroform. The resulting organic layer ... The reactants are BrC(C(=O)C=1C=C2CN(C(NC2=CC1)=O)C)C (6-(2-bromopropionyl)-3,4,dihydro-3-methyl-2(1H)-quinazolinone), C(C)(=O)[O-].[K+] (potassium acetate), C(C)(=O)O (acetic acid). The solvent is O (water). Product: C(C)(=O)OC(C(=O)C=1C=C2CN(C(NC2=CC1)=O)C)C (6-(2-acetoxypropionyl)-3,4-dihydro-3-methyl-2(1H)-quinazolinone). As a reaction SMILES: Br[CH:2]([CH3:17])[C:3]([C:5]1[CH:6]=[C:7]2[C:12](=[CH:13][CH:14]=1)[NH:11][C:10](=[O:15])[N:9]([CH3:16])[CH2:8]2)=[O:4].[C:18]([O-:21])(=[O:20])[CH3:19].[K+].C(O)(=O)C>O>[C:18]([O:21][CH:2]([CH3:17])[C:3]([C:5]1[CH:6]=[C:7]2[C:12](=[CH:13][CH:14]=1)[NH:11][C:10](=[O:15])[N:9]([CH3:16])[CH2:8]2)=[O:4])(=[O:20])[CH3:19] |f:1.2|. Procedure: A mixture of 6-(2-bromopropionyl)-3,4-dihydro-3-methyl-2(1H)-quinazolinone (2 g) prepared in Step 1, potassium acetate (2.64 g) and glacial acetic acid (20 ml) is refluxed for three hours. The reaction mixture is diluted with water and extracted with methylene chloride (3×50 ml) and the combined organic layers are washed with saturated aqueous sodium bicarbonate, dried, filtered and concentrated to obtain 6-(2-acetoxypropionyl)-3,4-dihydro-3-methyl-2(1H)-quinazolinone which is used in the next s...